From a dataset of the Open Reaction Database (ORD), a public repository of structured organic reaction records. describe an organic reaction: reactants, conditions, products, and yield Reactants: CC1=CC2=C(CN(CC2O)C)O1 (2,6-dimethyl-4,5,6,7-tetrahydrofuro[2,3-c]pyridin-4-ol), ClC=1C=C(C=CC1Cl)F (3,4-dichloro-1-fluorobenzene). The product is Cl.ClC=1C=C(C=CC1Cl)OC1C2=C(CN(C1)C)OC(=C2)C (4-(3,4-Dichlorophenyloxy)-2,6-dimethyl-4,5,6,7-tetrahydrofuro[2,3-c]pyridine hydrochloride). RXN SMILES: [CH3:1][C:2]1[O:12][C:5]2[CH2:6][N:7]([CH3:11])[CH2:8][CH:9]([OH:10])[C:4]=2[CH:3]=1.[Cl:13][C:14]1[CH:15]=[C:16](F)[CH:17]=[CH:18][C:19]=1[Cl:20]>>[ClH:13].[Cl:13][C:14]1[CH:15]=[C:16]([O:10][CH:9]2[CH2:8][N:7]([CH3:11])[CH2:6][C:5]3[O:12][C:2]([CH3:1])=[CH:3][C:4]2=3)[CH:17]=[CH:18][C:19]=1[Cl:20] |f:2.3|. Procedure details: The same method as in Example 3 was conducted using 2,6-dimethyl-4,5,6,7-tetrahydrofuro[2,3-c]pyridin-4-ol (Reference Example 2) instead of 6-methyl-4,5,6,7-tetrahydrothieno[2,3-c]pyridin-4-ol (Reference Example 6) and was conducted using 3,4-dichloro-1-fluorobenzene instead of 1,3-difluorobenzene to give the objective compound. Reaction SMILES: [SH:1][CH2:2][CH2:3][OH:4].[H-].[Na+].[C:7]([C:11]1[CH:16]=[CH:15][C:14]([S:17]([NH:20][C:21]2[C:26]([O:27][C:28]3[CH:33]=[CH:32][CH:31]=[C:30]([O:34][CH3:35])[CH:29]=3)=[C:25](Cl)[N:24]=[CH:23][N:22]=2)(=[O:19])=[O:18])=[CH:13][CH:12]=1)([CH3:10])([CH3:9])[CH3:8].Cl>CC(N(C)C)=O>[C:7]([C:11]1[CH:16]=[CH:15][C:14]([S:17]([NH:20][C:21]2[C:26]([O:27][C:28]3[CH:33]=[CH:32][CH:31]=[C:30]([O:34][CH3:35])[CH:29]=3)=[C:25]([S:1][CH2:2][CH2:3][OH:4])[N:24]=[CH:23][N:22]=2)(=[O:19])=[O:18])=[CH:13][CH:12]=1)([CH3:10])([CH3:9])[CH3:8] |f:1.2|. Procedure details: To a solution of 2-mercaptoethanol (1.31 g) in dimethylacetamide (15 ml) is added sodium hydride (62.3% dispersion-type, 520 mg) under argon atmosphere. Five minutes later, to the mixture is added 4-tert-butyl-N-{6-chloro-5-(3-methoxyphenoxy)pyrimidin-4-yl}benzenesulfonamide (1.5 g), and the mixture is reacted under argon atmosphere at 70° C. for two hours, at 100° C. for three hours, and further reacted at 130° C. for two hours. The reaction solution is treated with hydrochloric acid, and extra... Starting materials: SCCO (2-mercaptoethanol), [H-].[Na+] (sodium hydride), Cl (hydrochloric acid), C(C)(C)(C)C1=CC=C(C=C1)S(=O)(=O)NC1=NC=NC(=C1OC1=CC(=CC=C1)OC)Cl (4-tert-butyl-N-{6-chloro-5-(3-methoxyphenoxy)pyrimidin-4-yl}benzenesulfonamide). Yield: 69.5%. The product is C(C)(C)(C)C1=CC=C(C=C1)S(=O)(=O)NC1=NC=NC(=C1OC1=CC(=CC=C1)OC)SCCO (4-tert-butyl-N-{6-(2-hydroxyethylthio)-5-(3-methoxyphenoxy)pyrimidin-4-yl}benzenesulfonamide). Run in CC(=O)N(C)C (dimethylacetamide).